From a dataset of the Open Reaction Database (ORD), a public repository of structured organic reaction records. describe an organic reaction: reactants, conditions, products, and yield Starting materials: [H-].[Na+] (sodium hydride), [OH-].[Na+] (NaOH), N1CCOCC1 (morpholine), BrC1=C(C=CC(=C1)C(C)C)N(CC)C1=NC(=CC(=N1)C(=O)OC)C (2-(N-(2-bromo-4-(2-propyl)phenyl)-N-ethylamino)-4-carbomethoxy-6-methyl-pyrimidine). Solvent: CCOCC (Et2O), C1CCOC1 (THF). Conditions: time 26 hour. Product: BrC1=C(C=CC(=C1)C(C)C)N(C1=NC(=CC(=N1)C)C(=O)N1CCOCC1)CC (N-(2-bromo-4-(1-methylethyl)phenyl)-N-ethyl-4-methyl-6-(4-morpholinylcarbonyl)-2-pyrimidinamine). Isolated yield 39.4%. As a reaction SMILES: [H-].[Na+].[NH:3]1[CH2:8][CH2:7][O:6][CH2:5][CH2:4]1.[Br:9][C:10]1[CH:15]=[C:14]([CH:16]([CH3:18])[CH3:17])[CH:13]=[CH:12][C:11]=1[N:19]([C:22]1[N:27]=[C:26]([C:28](OC)=[O:29])[CH:25]=[C:24]([CH3:32])[N:23]=1)[CH2:20][CH3:21].[OH-].[Na+]>C1COCC1.CCOCC>[Br:9][C:10]1[CH:15]=[C:14]([CH:16]([CH3:17])[CH3:18])[CH:13]=[CH:12][C:11]=1[N:19]([CH2:20][CH3:21])[C:22]1[N:23]=[C:24]([CH3:32])[CH:25]=[C:26]([C:28]([N:3]2[CH2:8][CH2:7][O:6][CH2:5][CH2:4]2)=[O:29])[N:27]=1 |f:0.1,4.5|. Procedure details: To sodium hydride (60% in oil, 0.24 g, 6.0 mmol) suspended in anhydrous THF (10 mL) was added morpholine (0.52 g, 6.0 mmol) with stirring; the reaction mixture was warmed to reflux temperature and stirred for 1 hour. The reaction mixture was then cooled to ambient temperature and 2-(N-(2-bromo-4-(2-propyl)phenyl)-N-ethylamino)-4-carbomethoxy-6-methyl-pyrimidine (2.0 g, 5.1 mmol) was added. Stirring was continued for 26 hours. The reaction mixture was then poured onto a 1N NaOH solution, stirred ... Reactants: BrCC=1N=C(SC1C)C1=CC=CC=C1 (4-bromomethyl-5-methyl-2-phenyl-thiazole), C([O-])([O-])=O.[Cs+].[Cs+] (cesium carbonate), [I-].[K+] (potassium iodide), C(C)OC(C(CC1=C(C=C(C=C1)O)C)OCC)=O ([rac]-2-ethoxy-3-(4-hydroxy-2-methyl-phenyl)-propionic acid ethyl ester). Procedure: In analogy to the procedure described in example 14 b], [rac]-2-ethoxy-3-(4-hydroxy-2-methyl-phenyl)-propionic acid ethyl ester (example 10 b]) was reacted with 4-bromomethyl-5-methyl-2-phenyl-thiazole [PCT Int. Appl. (2001), WO 01/9805 A1] in the presence of cesium carbonate and potassium iodide to yield [rac]-2-ethoxy-3-[2-methyl-4-(5-methyl-2-phenyl-thiazol-4-ylmethoxy)-phenyl]-propionic acid ethyl ester as colorless liquid. Yields the product C(C)OC(C(CC1=C(C=C(C=C1)OCC=1N=C(SC1C)C1=CC=CC=C1)C)OCC)=O ([rac]-2-ethoxy-3-[2-methyl-4-(5-methyl-2-phenyl-thiazol-4-ylmethoxy)-phenyl]-propionic acid ethyl ester). Reaction SMILES: [CH2:1]([O:3][C:4](=[O:18])[CH:5]([O:15][CH2:16][CH3:17])[CH2:6][C:7]1[CH:12]=[CH:11][C:10]([OH:13])=[CH:9][C:8]=1[CH3:14])[CH3:2].Br[CH2:20][C:21]1[N:22]=[C:23]([C:27]2[CH:32]=[CH:31][CH:30]=[CH:29][CH:28]=2)[S:24][C:25]=1[CH3:26].C(=O)([O-])[O-].[Cs+].[Cs+].[I-].[K+]>>[CH2:1]([O:3][C:4](=[O:18])[CH:5]([O:15][CH2:16][CH3:17])[CH2:6][C:7]1[CH:12]=[CH:11][C:10]([O:13][CH2:20][C:21]2[N:22]=[C:23]([C:27]3[CH:32]=[CH:31][CH:30]=[CH:29][CH:28]=3)[S:24][C:25]=2[CH3:26])=[CH:9][C:8]=1[CH3:14])[CH3:2] |f:2.3.4,5.6|. Reactants: O=C([O-])[O-], CN(C)C=O, COC(=O)c1cc(-c2nc(CCl)c(C)o2)ccc1C, [K+], [K+], COc1cc(C=O)ccc1O, O. As a reaction SMILES: [C:31](=[O:32])([O-:33])[O-:34].[CH3:37][N:38]([CH3:39])[CH:40]=[O:41].[Cl:1][CH2:2][c:3]1[n:4][c:5](-[c:9]2[cH:10][cH:11][c:12]([CH3:19])[c:13]([C:14](=[O:15])[O:16][CH3:17])[cH:18]2)[o:6][c:7]1[CH3:8].[K+:35].[K+:36].[O:20]=[CH:21][c:22]1[cH:23][c:24]([O:25][CH3:26])[c:27]([OH:28])[cH:29][cH:30]1.[OH2:42]>>[CH2:2]([c:3]1[n:4][c:5](-[c:9]2[cH:10][cH:11][c:12]([CH3:19])[c:13]([C:14](=[O:15])[O:16][CH3:17])[cH:18]2)[o:6][c:7]1[CH3:8])[O:28][c:27]1[c:24]([O:25][CH3:26])[cH:23][c:22]([CH:21]=[O:20])[cH:30][cH:29]1. Yields the product COC(=O)c1cc(-c2nc(COc3ccc(C=O)cc3OC)c(C)o2)ccc1C. Starting materials: COCCO, Nc1nc(Cl)nc2c1ncn2Cc1ccccc1, [Na], CN(C)C=O. Yields the product COCCOc1nc(N)c2ncn(Cc3ccccc3)c2n1. Reaction SMILES: [CH3:25][O:26][CH2:27][CH2:28][OH:29].[NH2:2][c:3]1[c:4]2[n:5][cH:6][n:7]([CH2:13][c:14]3[cH:15][cH:16][cH:17][cH:18][cH:19]3)[c:8]2[n:9][c:10]([Cl:12])[n:11]1.[Na:1].[O:20]=[CH:21][N:22]([CH3:23])[CH3:24]>>[NH2:2][c:3]1[c:4]2[n:5][cH:6][n:7]([CH2:13][c:14]3[cH:15][cH:16][cH:17][cH:18][cH:19]3)[c:8]2[n:9][c:10]([O:29][CH2:28][CH2:27][O:26][CH3:25])[n:11]1. The reactants are O (water), C(CCC)N1C2=CC=C(C=C2C=2C=C(C=CC12)C#N)C#N (9-butyl-3,6-dicyanocarbazole), [H-].[Na+] (sodium hydride), FC(C=1C=C(N)C=CC1)(F)F (m-trifluoromethylaniline). Solvent: CS(=O)C (dimethylsulfoxide). Run at time 4 day. Product: C(CCC)N1C2=CC=C(C=C2C=2C=C(C=CC12)C(NC1=CC(=CC=C1)C(F)(F)F)=N)C#N (9-butyl-6-cyano-N-[3-(trifluoromethyl)-phenyl]-9H-carbazole-3-carboximidamide). The yield is 28.3%. RXN SMILES: [CH2:1]([N:5]1[C:17]2[CH:16]=[CH:15][C:14]([C:18]#[N:19])=[CH:13][C:12]=2[C:11]2[C:6]1=[CH:7][CH:8]=[C:9]([C:20]#[N:21])[CH:10]=2)[CH2:2][CH2:3][CH3:4].[H-].[Na+].[F:24][C:25]([F:34])([F:33])[C:26]1[CH:27]=[C:28]([CH:30]=[CH:31][CH:32]=1)[NH2:29].O>CS(C)=O>[CH2:1]([N:5]1[C:17]2[CH:16]=[CH:15][C:14]([C:18](=[NH:19])[NH:29][C:28]3[CH:30]=[CH:31][CH:32]=[C:26]([C:25]([F:33])([F:34])[F:24])[CH:27]=3)=[CH:13][C:12]=2[C:11]2[C:6]1=[CH:7][CH:8]=[C:9]([C:20]#[N:21])[CH:10]=2)[CH2:2][CH2:3][CH3:4] |f:1.2|. Procedure: A slurry of 9-butyl-3,6-dicyanocarbazole (4 g, see Example 1C) and sodium hydride (50% in oil, 1.41 g) in 20 ml of anhydrous dimethylsulfoxide is treated dropwise with m-trifluoromethylaniline (4.72 g). The reaction mixture is stirred at room temperature for four days and then poured into 500 ml of water and stirred vigorously for two hours. The resultant precipitate is collected by filtration and purified by column chromatography using one liter of silica gel. Elution with dichloromethane and 1... Starting materials: COc1ccc(CCl)cc1, Cc1ccccc1N(C)C, Cl[SiH](Cl)Cl. Product: COc1ccc(C[Si](Cl)(Cl)Cl)cc1. Reaction SMILES: [CH3:11][O:12][c:13]1[cH:14][cH:15][c:16]([CH2:17][Cl:18])[cH:19][cH:20]1.[CH3:1][N:2]([CH3:3])[c:4]1[c:5]([CH3:6])[cH:7][cH:8][cH:9][cH:10]1.[Cl:21][SiH:22]([Cl:23])[Cl:24]>>[CH3:11][O:12][c:13]1[cH:14][cH:15][c:16]([CH2:17][Si:22]([Cl:21])([Cl:23])[Cl:24])[cH:19][cH:20]1. Yield: 72.1%. Conditions: time 1 hour. Yields the product ClC1=C(C=C(C=C1)S(=O)(=O)N1CCCCC2=C1C=CC=C2)N2C(NC=1C2=NC(=CC1C)C(NO)=N)=O (3-[2-Chloro-5-(2,3,4,5-tetrahydro-1H-1-benzoazepin-1-ylsulfonyl)phenyl]-5-hydroxycarbamimidoyl-7-methyl-1,3-dihydro-2H-imidazo[4,5-b]pyridin-2-one). Reported procedure: To a solution of 3-[2-chloro-5-(2,3,4,5-tetrahydro-1H-1-benzoazepin-1-yl-sulfonyl)phenyl]-5-cyano-7-methyl-1,3-dihydro-2H-imidazo[4,5-b]pyridin-2-one (0.13 g) in ethanol (4 mL) were added hydroxylamine hydrochloride (91 mg) and potassium carbonate (0.2 g), and the mixture was stirred at room temperature for 1 hour. The reaction mixture was poured into 1 mol/L hydrochloric acid, and the resulting mixture was extracted with ethyl acetate. The extract was washed with water and brine, and dried over... The reactants are ClC1=C(C=C(C=C1)S(=O)(=O)N1CCCCC2=C1C=CC=C2)N2C(NC=1C2=NC(=CC1C)C#N)=O (3-[2-chloro-5-(2,3,4,5-tetrahydro-1H-1-benzoazepin-1-yl-sulfonyl)phenyl]-5-cyano-7-methyl-1,3-dihydro-2H-imidazo[4,5-b]pyridin-2-one), Cl.NO (hydroxylamine hydrochloride), C([O-])([O-])=O.[K+].[K+] (potassium carbonate), Cl (hydrochloric acid). As a reaction SMILES: Cl[C:2]1[CH:7]=[CH:6][C:5]([S:8]([N:11]2[C:17]3[CH:18]=[CH:19][CH:20]=[CH:21][C:16]=3[CH2:15][CH2:14][CH2:13][CH2:12]2)(=[O:10])=[O:9])=[CH:4][C:3]=1[N:22]1[C:26]2=[N:27][C:28]([C:32]#[N:33])=[CH:29][C:30]([CH3:31])=[C:25]2[NH:24][C:23]1=[O:34].[ClH:35].[NH2:36][OH:37].C(=O)([O-])[O-].[K+].[K+].Cl>C(O)C>[Cl:35][C:2]1[CH:7]=[CH:6][C:5]([S:8]([N:11]2[C:17]3[CH:18]=[CH:19][CH:20]=[CH:21][C:16]=3[CH2:15][CH2:14][CH2:13][CH2:12]2)(=[O:10])=[O:9])=[CH:4][C:3]=1[N:22]1[C:26]2=[N:27][C:28]([C:32](=[NH:33])[NH:36][OH:37])=[CH:29][C:30]([CH3:31])=[C:25]2[NH:24][C:23]1=[O:34] |f:1.2,3.4.5|. The solvent is C(C)O (ethanol). The reactants are O (Water), C1(=CC=C(C=C1)S)C (p-Toluenethiol), C1(=CC=C(C=C1)S(=O)(=O)OC(C#N)C1=CC(=CC=C1)OC1=CC=CC=C1)C (O-(p-toluenesulfonyl)-m-phenoxymandelonitrile), C[O-].[Na+] (sodium methoxide). Run in CO (methanol), CO (methanol). Reaction conditions: time 10 minute. The product is C1(=CC=C(C=C1)SC(C#N)C1=CC(=CC=C1)OC1=CC=CC=C1)C (alpha-(p-tolylthio)(m-phenoxyphenyl)acetonitrile). The yield is 100.7%. Reaction SMILES: [C:1]1([CH3:8])[CH:6]=[CH:5][C:4]([SH:7])=[CH:3][CH:2]=1.C[O-].[Na+].C1(C)C=CC(S(O[CH:22]([C:25]2[CH:30]=[CH:29][CH:28]=[C:27]([O:31][C:32]3[CH:37]=[CH:36][CH:35]=[CH:34][CH:33]=3)[CH:26]=2)[C:23]#[N:24])(=O)=O)=CC=1.O>CO>[C:1]1([CH3:8])[CH:6]=[CH:5][C:4]([S:7][CH:22]([C:25]2[CH:30]=[CH:29][CH:28]=[C:27]([O:31][C:32]3[CH:37]=[CH:36][CH:35]=[CH:34][CH:33]=3)[CH:26]=2)[C:23]#[N:24])=[CH:3][CH:2]=1 |f:1.2|. Reported procedure: p-Toluenethiol (5.00 g) was dissolved in 6 ml of methanol, and 1.60 ml of a 2.5 M methanol solution of sodium methoxide was added to the solution at room temperature in a stream of argon. The mixture was stirred under ice cooling. Then, 1.516 g of O-(p-toluenesulfonyl)-m-phenoxymandelonitrile was added, and the mixture was stirred for 30 minutes under ice cooling and then for 10 minutes at room temperature. Water (20 ml) was added, and the mixture was extracted with 30 ml of methylene chloride t... Starting materials: COc1cc(O)c(C=O)cc1Br, [F-], [K+], C1CCOC1, O, OB(O)c1cccs1. The product is COc1cc(O)c(C=O)cc1-c1cccs1. Reaction SMILES: [Br:1][c:2]1[c:3]([O:11][CH3:12])[cH:4][c:5]([OH:10])[c:6]([CH:7]=[O:8])[cH:9]1.[F-:21].[K+:22].[O:23]1[CH2:24][CH2:25][CH2:26][CH2:27]1.[OH2:28].[s:13]1[c:14]([B:18]([OH:19])[OH:20])[cH:15][cH:16][cH:17]1>>[c:2]1(-[c:14]2[s:13][cH:17][cH:16][cH:15]2)[c:3]([O:11][CH3:12])[cH:4][c:5]([OH:10])[c:6]([CH:7]=[O:8])[cH:9]1.